From a dataset of the Open Reaction Database (ORD), a public repository of structured organic reaction records. describe an organic reaction: reactants, conditions, products, and yield Starting materials: NC=1C(C(=CC=CC1)N(C)S(=O)(=O)C1=CC=C(C=C1)C)=O (2-amino-7-[N-[(4-methylphenyl)sulfonyl]-N-methylamino]-2,4,6-cycloheptatrien-1-one), C([O-])([O-])=O.[Na+].[Na+] (sodium carbonate), Example 9 ( b ), ice. The solvent is S(O)(O)(=O)=O (sulfuric acid). Yields the product NC=1C(C(=CC=CC1)NC)=O (2-amino-7-methylamino-2,4,6-cycloheptatrien-1-one). As a reaction SMILES: [NH2:1][C:2]1[C:3](=[O:21])[C:4]([N:9](S(C2C=CC(C)=CC=2)(=O)=O)[CH3:10])=[CH:5][CH:6]=[CH:7][CH:8]=1.C(=O)([O-])[O-].[Na+].[Na+]>S(=O)(=O)(O)O>[NH2:1][C:2]1[C:3](=[O:21])[C:4]([NH:9][CH3:10])=[CH:5][CH:6]=[CH:7][CH:8]=1 |f:1.2.3|. Procedure details: A solution of 2-amino-7-[N-[(4-methylphenyl)sulfonyl]-N-methylamino]-2,4,6-cycloheptatrien-1-one [described in Example 9 (b), 2.53 g] in conc. sulfuric acid (25 ml) is heated at 75° C for 1 hour and added to ice. The ice-mixture is neutralized with sat. sodium carbonate solution and extracted with chloroform. The organic extract is dried over sodium sulfate and evaporated to give 2-amino-7-methylamino-2,4,6-cycloheptatrien-1-one. Starting materials: O[C@H](C)[C@@H]1[C@@H]2N(C(=C([C@@H]2C)S\C=C/C2=C(N=CS2)CO)C(=O)[O-])C1=O.[Na+] (sodium (1R,5S,6S)-6-((1R)-1-hydroxyethyl)-2-[[(Z)-2-(4-hydroxymethylthiazol-5-yl)ethen-1-yl]thio]-1-methyl-1-carbapen-2-em-3-carboxylate), C(C(C)(C)C)OC(=O)OC(C)I (1-(neopentyloxycarbonyloxy)ethyl iodide). Yields the product O[C@H](C)[C@@H]1[C@@H]2N(C(=C([C@@H]2C)S\C=C/C2=C(N=CS2)CO)C(=O)OC(C)OC(=O)OCC(C)(C)C)C1=O (1-(Neopentyloxycarbonyloxy)ethyl (1R,5S,6S)-6-((1R)-1-hydroxyethyl)-2-[[(Z)-2-(4-hydroxymethylthiazol-5-yl)ethen-1-yl]thio]-1-methyl-1-carbapen-2-em-3-carboxylate). Yield: 46.8%. As a reaction SMILES: [OH:1][C@@H:2]([C@H:4]1[C:24](=[O:25])[N:6]2[C:7]([C:21]([O-:23])=[O:22])=[C:8]([S:11]/[CH:12]=[CH:13]\[C:14]3[S:18][CH:17]=[N:16][C:15]=3[CH2:19][OH:20])[C@H:9]([CH3:10])[C@H:5]12)[CH3:3].[Na+].[CH2:27]([O:32][C:33]([O:35][CH:36](I)[CH3:37])=[O:34])[C:28]([CH3:31])([CH3:30])[CH3:29]>>[OH:1][C@@H:2]([C@H:4]1[C:24](=[O:25])[N:6]2[C:7]([C:21]([O:23][CH:36]([O:35][C:33]([O:32][CH2:27][C:28]([CH3:29])([CH3:31])[CH3:30])=[O:34])[CH3:37])=[O:22])=[C:8]([S:11]/[CH:12]=[CH:13]\[C:14]3[S:18][CH:17]=[N:16][C:15]=3[CH2:19][OH:20])[C@H:9]([CH3:10])[C@H:5]12)[CH3:3] |f:0.1|. Procedure: In the same manner as in Example 81, 100 mg of the title compound was prepared from 160 mg of sodium (1R,5S,6S)-6-((1R)-1-hydroxyethyl)-2-[[(Z)-2-(4-hydroxymethylthiazol-5-yl)ethen-1-yl]thio]-1-methyl-1-carbapen-2-em-3-carboxylate and 170 mg of 1-(neopentyloxycarbonyloxy)ethyl iodide. Starting materials: [BH4-], CO, COC(OC)OC, CCCN(CCC)CCCCC1Cc2cc(CN)ccc2C1OC, [Na+], O, O=Cc1ncc[nH]1. The product is CCCN(CCC)CCCCC1Cc2cc(CNCc3ncc[nH]3)ccc2C1OC. RXN SMILES: [BH4-:39].[CH3:41][OH:42].[CH:32]([O:33][CH3:34])([O:35][CH3:36])[O:37][CH3:38].[NH2:1][CH2:2][c:3]1[cH:4][c:5]2[c:9]([cH:10][cH:11]1)[CH:8]([O:12][CH3:13])[CH:7]([CH2:14][CH2:15][CH2:16][CH2:17][N:18]([CH2:19][CH2:20][CH3:21])[CH2:22][CH2:23][CH3:24])[CH2:6]2.[Na+:40].[OH2:43].[nH:25]1[c:26]([CH:30]=[O:31])[n:27][cH:28][cH:29]1>>[NH:1]([CH2:2][c:3]1[cH:4][c:5]2[c:9]([cH:10][cH:11]1)[CH:8]([O:12][CH3:13])[CH:7]([CH2:14][CH2:15][CH2:16][CH2:17][N:18]([CH2:19][CH2:20][CH3:21])[CH2:22][CH2:23][CH3:24])[CH2:6]2)[CH2:30][c:26]1[nH:25][cH:29][cH:28][n:27]1. Starting materials: CC(C)c1ccc(N(Cc2ccc(N(C)C)cc2)C(=O)C2CCCc3ccccc32)cc1, COc1ccc(P2(=S)SP(=S)(c3ccc(OC)cc3)S2)cc1, Cc1ccccc1. Product: CC(C)c1ccc(N(Cc2ccc(N(C)C)cc2)C(=S)C2CCCc3ccccc32)cc1. RXN SMILES: [CH3:1][N:2]([c:3]1[cH:4][cH:5][c:6]([CH2:9][N:10]([C:11](=[O:12])[CH:13]2[CH2:14][CH2:15][CH2:16][c:17]3[cH:18][cH:19][cH:20][cH:21][c:22]32)[c:23]2[cH:24][cH:25][c:26]([CH:29]([CH3:30])[CH3:31])[cH:27][cH:28]2)[cH:7][cH:8]1)[CH3:32].[CH3:33][O:34][c:35]1[cH:36][cH:37][c:38]([P:39]2(=[S:42])[S:40][P:41]([c:43]3[cH:44][cH:45][c:46]([O:47][CH3:48])[cH:49][cH:50]3)(=[S:51])[S:52]2)[cH:53][cH:54]1.[CH3:55][c:56]1[cH:57][cH:58][cH:59][cH:60][cH:61]1>>[CH3:1][N:2]([c:3]1[cH:4][cH:5][c:6]([CH2:9][N:10]([C:11]([CH:13]2[CH2:14][CH2:15][CH2:16][c:17]3[cH:18][cH:19][cH:20][cH:21][c:22]32)=[S:42])[c:23]2[cH:24][cH:25][c:26]([CH:29]([CH3:30])[CH3:31])[cH:27][cH:28]2)[cH:7][cH:8]1)[CH3:32].